From a dataset of the Open Reaction Database (ORD), a public repository of structured organic reaction records. describe an organic reaction: reactants, conditions, products, and yield Reactants: NC1=NC(=C(C(N1)=O)C1=CC=NC=C1)C=1OC=CC1 (2-amino-6-(2-furyl)-5-(4-pyridyl)-3,4-dihydro-4-pyrimidinone), C(C=C)Br (allyl bromide). The product is C(C=C)N1C(=NC(=C(C1=O)C1=CC=NC=C1)C=1OC=CC1)N (3-allyl-2-amino-6-(2-furyl)-5-(4-pyridyl)-3,4-dihydro-4-pyrimidinone). RXN SMILES: [NH2:1][C:2]1[NH:7][C:6](=[O:8])[C:5]([C:9]2[CH:14]=[CH:13][N:12]=[CH:11][CH:10]=2)=[C:4]([C:15]2[O:16][CH:17]=[CH:18][CH:19]=2)[N:3]=1.[CH2:20](Br)[CH:21]=[CH2:22]>>[CH2:22]([N:7]1[C:6](=[O:8])[C:5]([C:9]2[CH:10]=[CH:11][N:12]=[CH:13][CH:14]=2)=[C:4]([C:15]2[O:16][CH:17]=[CH:18][CH:19]=2)[N:3]=[C:2]1[NH2:1])[CH:21]=[CH2:20]. Procedure: The title compound was synthesized in a manner similar to that described for Example 3 from 2-amino-6-(2-furyl)-5-(4-pyridyl)-3,4-dihydro-4-pyrimidinone and allyl bromide. The reactants are ON1CC(=CC(=C1)[N+](=O)[O-])C (1-hydroxy-3-methyl-5-nitropyridine), [H-].[Na+] (NaH), CI (MeI), CN(C)C=O (DMF). Reaction conditions: time 20 hour. Yields the product CN1C(C(=CC(=C1)[N+](=O)[O-])C)=O (1,3-Dimethyl-5-nitro-1H-pyridin-2-one). Reaction SMILES: ON1C=[C:6]([N+:8]([O-:10])=[O:9])[CH:5]=[C:4](C)[CH2:3]1.[H-].[Na+].CI.[CH3:16][N:17]([CH:19]=[O:20])[CH3:18]>>[CH3:16][N:17]1[CH:18]=[C:6]([N+:8]([O-:10])=[O:9])[CH:5]=[C:4]([CH3:3])[C:19]1=[O:20] |f:1.2|. Procedure details: A mixture of 1 g (6.49 mmol) 1-hydroxy-3-methyl-5-nitropyridine, 0.197 g (7.8 mmol) NaH and 0.61 ml (9.73 mmol) MeI in 20 ml DMF is stirred at room temperature for 20 h. Then the reaction mixture is poured on water and extracted 3× with EtOAc. The combined organic layers are washed with water and saturated NaCl solution, dried over MgSO4, filtered and the filtrate is concentrated in vacuo to afford the title compound as off-white crystals.